Dataset: the Open Reaction Database (ORD), a public repository of structured organic reaction records. Task: describe an organic reaction: reactants, conditions, products, and yield The reactants are CC(C)c1nc2c(c(-c3ccc(F)cc3)c1CO)C(O[Si](C)(C)C(C)(C)C)CCC2, Cc1ccccc1, ClCCl, O=[Cr](=O)([O-])Cl, c1cc[nH+]cc1. Yields the product CC(C)c1nc2c(c(-c3ccc(F)cc3)c1C=O)C(O[Si](C)(C)C(C)(C)C)CCC2. Reaction SMILES: [C:12]([CH3:13])([CH3:14])([CH3:15])[Si:16]([O:17][CH:18]1[c:19]2[c:20](-[c:33]3[cH:34][cH:35][c:36]([F:39])[cH:37][cH:38]3)[c:21]([CH2:31][OH:32])[c:22]([CH:28]([CH3:29])[CH3:30])[n:23][c:24]2[CH2:25][CH2:26][CH2:27]1)([CH3:40])[CH3:41].[CH3:45][c:46]1[cH:47][cH:48][cH:49][cH:50][cH:51]1.[Cl:42][CH2:43][Cl:44].[O:1]=[Cr:2]([Cl:3])([O-:4])=[O:5].[nH+:6]1[cH:7][cH:8][cH:9][cH:10][cH:11]1>>[C:12]([CH3:13])([CH3:14])([CH3:15])[Si:16]([O:17][CH:18]1[c:19]2[c:20](-[c:33]3[cH:34][cH:35][c:36]([F:39])[cH:37][cH:38]3)[c:21]([CH:31]=[O:32])[c:22]([CH:28]([CH3:29])[CH3:30])[n:23][c:24]2[CH2:25][CH2:26][CH2:27]1)([CH3:40])[CH3:41]. The reactants are CC(C)(C)OC(=O)CBr, O=C([O-])[O-], COC(C)[Si](C)(C)C, CN(C)C=O, CC=C(CC)C1NC(=O)CC(c2cccc(Cl)c2)C12C(=O)Nc1cc(Cl)ccc12, [Cs+], [Cs+]. Yields the product COC(C)[Si](C)(C)C, CC=C(CC)C1N(CC(=O)OC(C)(C)C)C(=O)CC(c2cccc(Cl)c2)C12C(=O)Nc1cc(Cl)ccc12. Reaction SMILES: [C:38]([CH3:39])([CH3:40])([CH3:41])[O:42][C:43]([CH2:44][Br:45])=[O:46].[C:47](=[O:48])([O-:49])[O-:50].[CH3:1][O:2][CH:3]([CH3:4])[Si:5]([CH3:6])([CH3:7])[CH3:8].[CH3:53][N:54]([CH3:55])[CH:56]=[O:57].[Cl:9][c:10]1[cH:11][cH:12][c:13]2[c:17]([cH:18]1)[NH:16][C:15](=[O:19])[C:14]21[CH:20]([C:33](=[CH:34][CH3:35])[CH2:36][CH3:37])[NH:21][C:22](=[O:32])[CH2:23][CH:24]1[c:25]1[cH:26][c:27]([Cl:31])[cH:28][cH:29][cH:30]1.[Cs+:51].[Cs+:52]>>[CH3:1][O:2][CH:3]([CH3:4])[Si:5]([CH3:6])([CH3:7])[CH3:8].[Cl:9][c:10]1[cH:11][cH:12][c:13]2[c:17]([cH:18]1)[NH:16][C:15](=[O:19])[C:14]21[CH:20]([C:33](=[CH:34][CH3:35])[CH2:36][CH3:37])[N:21]([CH2:44][C:43]([O:42][C:38]([CH3:39])([CH3:40])[CH3:41])=[O:46])[C:22](=[O:32])[CH2:23][CH:24]1[c:25]1[cH:26][c:27]([Cl:31])[cH:28][cH:29][cH:30]1.